This data is from the Open Reaction Database (ORD), a public repository of structured organic reaction records. The task is: describe an organic reaction: reactants, conditions, products, and yield Reactants: CCC(C)(Cc1c[nH]c2ccc(OC)cc12)[N+](=O)[O-], CI, CN(C)P(=O)(N(C)C)N(C)C, [H-], [Na+]. Product: CCC(C)(Cc1cn(C)c2ccc(OC)cc12)[N+](=O)[O-]. Reaction SMILES: [CH3:1][C:2]([CH2:3][c:4]1[cH:5][nH:6][c:7]2[cH:8][cH:9][c:10]([O:13][CH3:14])[cH:11][c:12]12)([CH2:15][CH3:16])[N+:17](=[O:18])[O-:19].[CH3:22][I:23].[CH3:24][N:25]([CH3:26])[P:27](=[O:28])([N:29]([CH3:30])[CH3:31])[N:32]([CH3:33])[CH3:34].[H-:20].[Na+:21]>>[CH3:1][C:2]([CH2:3][c:4]1[cH:5][n:6]([CH3:22])[c:7]2[cH:8][cH:9][c:10]([O:13][CH3:14])[cH:11][c:12]12)([CH2:15][CH3:16])[N+:17](=[O:18])[O-:19]. Starting materials: mixture, BrC1=CC=C(C=C1)C1=NN2C(C=C(C=C2)C(=O)N(CCC(C)C)CCC(C)C)=C1\C=C\CN1CCCCC1 ((E)-2-(4-bromophenyl)-N,N-diisopentyl-3-(3-(piperidin-1-yl)prop-1-en-1-yl)pyrazolo[1,5-a]pyridine-5-carboxamide), C(CCC)[Sn](C(=C)OCC)(CCCC)CCCC (tributyl(1-ethoxy-vinyl)tin). Reagents/catalysts: C1=CC=C(C=C1)P(C2=CC=CC=C2)C3=CC=CC=C3.C1=CC=C(C=C1)P(C2=CC=CC=C2)C3=CC=CC=C3.C1=CC=C(C=C1)P(C2=CC=CC=C2)C3=CC=CC=C3.C1=CC=C(C=C1)P(C2=CC=CC=C2)C3=CC=CC=C3.[Pd] (tetrakis(triphenylphosphine) palladium (O)). The solvent is C1(=CC=CC=C1)C (toluene). Conditions: temperature 120 celsius, time 1 hour. Yields the product C(C)(=O)C1=CC=C(C=C1)C1=NN2C(C=C(C=C2)C(=O)N(CCC(C)C)CCC(C)C)=C1\C=C\CN1CCCCC1 ((E)-2-(4-Acetylphenyl)-N,N-diisopentyl-3-(3-(piperidin-1-yl)prop-1-en-1-yl)pyrazolo[1,5-a]pyridine-5-carboxamide). Reaction SMILES: Br[C:2]1[CH:7]=[CH:6][C:5]([C:8]2[C:29](/[CH:30]=[CH:31]/[CH2:32][N:33]3[CH2:38][CH2:37][CH2:36][CH2:35][CH2:34]3)=[C:11]3[CH:12]=[C:13]([C:16]([N:18]([CH2:24][CH2:25][CH:26]([CH3:28])[CH3:27])[CH2:19][CH2:20][CH:21]([CH3:23])[CH3:22])=[O:17])[CH:14]=[CH:15][N:10]3[N:9]=2)=[CH:4][CH:3]=1.C([Sn](CCCC)(CCCC)[C:44]([O:46]CC)=[CH2:45])CCC>C1(C)C=CC=CC=1.C1C=CC(P(C2C=CC=CC=2)C2C=CC=CC=2)=CC=1.C1C=CC(P(C2C=CC=CC=2)C2C=CC=CC=2)=CC=1.C1C=CC(P(C2C=CC=CC=2)C2C=CC=CC=2)=CC=1.C1C=CC(P(C2C=CC=CC=2)C2C=CC=CC=2)=CC=1.[Pd]>[C:44]([C:2]1[CH:3]=[CH:4][C:5]([C:8]2[C:29](/[CH:30]=[CH:31]/[CH2:32][N:33]3[CH2:34][CH2:35][CH2:36][CH2:37][CH2:38]3)=[C:11]3[CH:12]=[C:13]([C:16]([N:18]([CH2:19][CH2:20][CH:21]([CH3:23])[CH3:22])[CH2:24][CH2:25][CH:26]([CH3:28])[CH3:27])=[O:17])[CH:14]=[CH:15][N:10]3[N:9]=2)=[CH:6][CH:7]=1)(=[O:46])[CH3:45] |f:3.4.5.6.7|. Reported procedure: To a mixture of Example 41i.e. (E)-2-(4-bromophenyl)-N,N-diisopentyl-3-(3-(piperidin-1-yl)prop-1-en-1-yl)pyrazolo[1,5-a]pyridine-5-carboxamide (553 mg, 0.954 mmol) in toluene (14 mL) was added tributyl(1-ethoxy-vinyl)tin (1.03 g, 2.86 mmol) and tetrakis(triphenylphosphine) palladium (O) (55 mg, 0.05 mmol). The mixture was degassed by bubbling nitrogen into it for 10 minutes and was then heated to 120° C. for 4 h. The mixture was allowed to cool to room temperature and concentrated to a residue a... The reactants are ClC1=CC=C(C=C1)C1=CN=C(O1)NC1=CC=CC=2CC=C(CC12)OCC (5-(4-chlorophenyl)-N-(7-ethoxy-5,8-dihydronaphthalen-1-yl)-1,3-oxazol-2-amine), C(C)OC1=CCC=2C=CC=C(C2C1)NC=1OC(=CN1)C1=CC=C(C=C1)C(F)(F)F (N-(7-ethoxy-5,8-dihydronaphthalen-1-yl)-5-[4-(trifluoromethyl)phenyl]-1,3-oxazol-2-amine). Product: ClC1=CC=C(C=C1)C1=CN=C(O1)NC=1C=CC=C2CCC(CC12)=O (8-{[5-(4-chlorophenyl)-1,3-oxazol-2-yl]amino}-3,4-dihydronaphthalen-2(1H)-one). RXN SMILES: [Cl:1][C:2]1[CH:7]=[CH:6][C:5]([C:8]2[O:12][C:11]([NH:13][C:14]3[C:23]4[CH2:22][C:21]([O:24]CC)=[CH:20][CH2:19][C:18]=4[CH:17]=[CH:16][CH:15]=3)=[N:10][CH:9]=2)=[CH:4][CH:3]=1.C(OC1CC2C(NC3OC(C4C=CC(C(F)(F)F)=CC=4)=CN=3)=CC=CC=2CC=1)C>>[Cl:1][C:2]1[CH:7]=[CH:6][C:5]([C:8]2[O:12][C:11]([NH:13][C:14]3[CH:15]=[CH:16][CH:17]=[C:18]4[C:23]=3[CH2:22][C:21](=[O:24])[CH2:20][CH2:19]4)=[N:10][CH:9]=2)=[CH:4][CH:3]=1. Procedure details: The title compound was prepared using the procedure as described in Example 1I, substituting the product of Example 6B for the product of Example 1H.